From a dataset of the Open Reaction Database (ORD), a public repository of structured organic reaction records. describe an organic reaction: reactants, conditions, products, and yield The reactants are BrCCCN1C(C=2C(C1=O)=CC=CC2)=O (N-(3-bromopropyl)-phthalimide), C(C1=CC=CC=C1)O[C@H]1C(O)O[C@@H]([C@@H]([C@@H]1OCC1=CC=CC=C1)OCC1=CC=CC=C1)COCC1=CC=CC=C1 (2,3,4,6-tetra-O-benzyl-galactopyranose), O.NN (hydrazine hydrate), fine-powder, [OH-].[K+] (potassium hydroxide). The reagents and catalysts are S(=O)(=O)(O)[O-].C(CCC)[N+](CCCC)(CCCC)CCCC (tetrabutylammonium hydrogen sulfate). Procedure: A mixture that consists of 42.1 g (100 mmol) of 2,3,4,6-tetra-O-benzyl-galactopyranose, 1.7 g (5 mmol) of tetrabutylammonium hydrogen sulfate and 33.7 g (600 mmol) of fine-powder potassium hydroxide in 350 ml of diethoxymethane is cooled to 10° C. At 10° C., 40.2 g (150 mmol) of N-(3-bromopropyl)-phthalimide, dissolved in 100 ml of 1,2-dimethoxyethane, is added in drops over 40 minutes while being stirred vigorously. It is stirred for three hours at 10° C. 300 ml of benzene is added, solid is fi... Yields the product C(C1=CC=CC=C1)O[C@H]1C(OCCCN)O[C@@H]([C@@H]([C@@H]1OCC1=CC=CC=C1)OCC1=CC=CC=C1)COCC1=CC=CC=C1 (2,3,4,6-Tetra-O-benzyl-1-O-(1-amino-prop-3-yl)-galactopyranose). Run in COCCOC (1,2-dimethoxyethane), C1=CC=CC=C1 (benzene), C(C)OCOCC (diethoxymethane). Run at temperature 10 celsius. As a reaction SMILES: [CH2:1]([O:8][C@@H:9]1[C@@H:15]([O:16][CH2:17][C:18]2[CH:23]=[CH:22][CH:21]=[CH:20][CH:19]=2)[C@@H:14]([O:24][CH2:25][C:26]2[CH:31]=[CH:30][CH:29]=[CH:28][CH:27]=2)[C@@H:13]([CH2:32][O:33][CH2:34][C:35]2[CH:40]=[CH:39][CH:38]=[CH:37][CH:36]=2)[O:12][CH:10]1[OH:11])[C:2]1[CH:7]=[CH:6][CH:5]=[CH:4][CH:3]=1.[OH-].[K+].Br[CH2:44][CH2:45][CH2:46][N:47]1C(=O)C2=CC=CC=C2C1=O.O.NN>S([O-])(O)(=O)=O.C([N+](CCCC)(CCCC)CCCC)CCC.C(OCOCC)C.COCCOC.C1C=CC=CC=1>[CH2:1]([O:8][C@@H:9]1[C@@H:15]([O:16][CH2:17][C:18]2[CH:23]=[CH:22][CH:21]=[CH:20][CH:19]=2)[C@@H:14]([O:24][CH2:25][C:26]2[CH:27]=[CH:28][CH:29]=[CH:30][CH:31]=2)[C@@H:13]([CH2:32][O:33][CH2:34][C:35]2[CH:36]=[CH:37][CH:38]=[CH:39][CH:40]=2)[O:12][CH:10]1[O:11][CH2:44][CH2:45][CH2:46][NH2:47])[C:2]1[CH:3]=[CH:4][CH:5]=[CH:6][CH:7]=1 |f:1.2,4.5,6.7|. The reactants are ClCC(=O)CCl (1,3-dichloroacetone), alcohol ethylacetate, ClCC=1N=C(SC1)C1=CC=CC=C1 (4-chloromethyl-2-phenylthiazole), C(C1=CC=CC=C1)(=S)N (thiobenzamide), ClC1=C(C=CC(=C1)Cl)C(CN1C=NC=C1)O (1-(2,4-dichlorophenyl)-2-(1H-imidazol-1-yl)ethanol). Product: Cl.ClC1=C(C=CC(=C1)Cl)C(CN1C=NC=C1)OCC=1N=C(SC1)C1=CC=CC=C1 (4-[[1-(2,4-Dichlorophenyl)-2-(1H-imidazol-1-yl)-ethoxy]methyl]-2-phenylthiazole, hydrochloride), alcohol ethyl acetate. Reaction SMILES: [Cl:1][CH2:2][C:3]1[N:4]=[C:5]([C:8]2[CH:13]=[CH:12][CH:11]=[CH:10][CH:9]=2)[S:6][CH:7]=1.C(N)(=S)C1C=CC=CC=1.ClCC(CCl)=O.[Cl:29][C:30]1[CH:35]=[C:34]([Cl:36])[CH:33]=[CH:32][C:31]=1[CH:37]([OH:44])[CH2:38][N:39]1[CH:43]=[CH:42][N:41]=[CH:40]1>>[ClH:1].[Cl:29][C:30]1[CH:35]=[C:34]([Cl:36])[CH:33]=[CH:32][C:31]=1[CH:37]([O:44][CH2:2][C:3]1[N:4]=[C:5]([C:8]2[CH:13]=[CH:12][CH:11]=[CH:10][CH:9]=2)[S:6][CH:7]=1)[CH2:38][N:39]1[CH:43]=[CH:42][N:41]=[CH:40]1 |f:4.5|. Reported procedure: Following the procedure of Example 1b, 4-chloromethyl-2-phenylthiazole (prepared according to Example 1a from thiobenzamide and 1,3-dichloroacetone, m.p. 134°-136° C. (absolute alcohol/ethylacetate), is reacted with 1-(2,4-dichlorophenyl)-2-(1H-imidazol-1-yl)ethanol to obtain the title compound, m.p. 204°-205° C. (absolute alcohol/ethyl acetate). The reactants are 201, CC(CC(C)=O)(C)NC(CCOC)=O (N-(1,1-dimethyl-3-oxobutyl)-3-methoxypropionamide), CNC (dimethylamine), C1(=CC=C(C=C1)S(=O)(=O)O)C (p-toluenesulfonic acid). Reagents/catalysts: [Pt]=O (platinum oxide). Run at time 12 hour. Yields the product desired product, CC(CC(C)N(C)C)(C)NC(CCOC)=O (N-(1,1-dimethyl-3-dimethylaminobutyl)-3-methoxypropionamide). Reaction SMILES: [CH3:1][C:2]([NH:8][C:9](=[O:14])[CH2:10][CH2:11][O:12][CH3:13])([CH3:7])[CH2:3][C:4](=O)[CH3:5].[CH3:15][NH:16][CH3:17].C1(C)C=CC(S(O)(=O)=O)=CC=1>[Pt]=O>[CH3:1][C:2]([NH:8][C:9](=[O:14])[CH2:10][CH2:11][O:12][CH3:13])([CH3:7])[CH2:3][CH:4]([N:16]([CH3:17])[CH3:15])[CH3:5]. Reported procedure: To a mixture of 201 parts (1 mole) of N-(1,1-dimethyl-3-oxobutyl)-3-methoxypropionamide and 91 parts (2 moles) of dimethylamine are added 0.5 part of platinum oxide and 3 parts of p-toluenesulfonic acid. The liquid mixture is poured into a hydrogenation bottle, flushed with hydrogen and pressurized with hydrogen on a Parr hydrogenation apparatus at 69 psi. and hydrogenated for about 12 hours, with hydrogen pressure being replenished to 70 psi. when it has dropped to 27 psi. The mixture is then s... Reactants: methyl 1,2,3,4-tetrahydrospiro-2-[2-(1,3-dioxolane)]naphthalene-8-yl-carboxylate, C1(=CC=CC=C1)C (toluene), N1C=CC=C1 (Pyrrole), C1(=CC=CC=C1)C (toluene), C(C)[Mg]Br (ethylmagnesium bromide), solution, C(C)(=O)O.C1CCOC1.O (acetic acid THF water). Run in CCOCC (ether). Reaction conditions: time 30 minute. Yields the product O=C1CC2=C(C=CC=C2CC1)C(=O)C=1NC=CC1 ((1,2,3,4-Tetrahydro-2-oxonaphthalene-8-yl)(2-pyr-rolyl) ketone). Yield: 74.0%. As a reaction SMILES: [NH:1]1[CH:5]=[CH:4][CH:3]=[CH:2]1.C([Mg]Br)C.[C:10]([OH:13])(=O)C.[CH2:14]1[CH2:18][O:17][CH2:16][CH2:15]1.O.[C:20]1(C)[CH:25]=[CH:24][CH:23]=[CH:22][CH:21]=1>CCOCC>[O:17]=[C:18]1[CH2:23][CH2:24][C:25]2[C:15](=[C:16]([C:10]([C:2]3[NH:1][CH:5]=[CH:4][CH:3]=3)=[O:13])[CH:22]=[CH:21][CH:20]=2)[CH2:14]1 |f:2.3.4|. Reported procedure: Pyrrole (3.17 ml) was dissolved in toluene (40 ml) and cooled to 0° while ethylmagnesium bromide (15.2 ml of a 3M solution in ether) was added. This solution was allowed to warm to 25° and stirred for 30 minutes. A solution of methyl 1,2,3,4-tetrahydrospiro-2-[2-(1,3-dioxolane)]naphthalene-8-yl-carboxylate (5.15 g, 20.8 mmol) dissolved in toluene (20 ml) was added and the solution refluxed for 24 hours. The solution was cooled and quenched by the addition of saturated aqueous ammonium chloride. ... The reactants are COCC(=O)O, [Cl-], CC1CC2C(C(O)CC3(C)C2CCC3(O)C(=O)CO)C2(C)CCC(=O)C=C12. The product is COCC(=O)OCC(=O)C1(O)CCC2C3CC(C)C4=CC(=O)CCC4(C)C3C(O)CC21C. As a reaction SMILES: [CH3:29][O:30][CH2:31][C:32](=[O:33])[OH:34].[Cl-:28].[OH:1][CH:2]1[CH:3]2[C:4]3([CH3:27])[CH2:5][CH2:6][C:7](=[O:26])[CH:8]=[C:9]3[CH:10]([CH3:25])[CH2:11][CH:12]2[CH:13]2[CH2:14][CH2:15][C:16]([C:17]([CH2:18][OH:19])=[O:20])([OH:24])[C:21]2([CH3:23])[CH2:22]1>>[OH:1][CH:2]1[CH:3]2[C:4]3([CH3:27])[CH2:5][CH2:6][C:7](=[O:26])[CH:8]=[C:9]3[CH:10]([CH3:25])[CH2:11][CH:12]2[CH:13]2[CH2:14][CH2:15][C:16]([C:17]([CH2:18][O:19][C:32]([CH2:31][O:30][CH3:29])=[O:33])=[O:20])([OH:24])[C:21]2([CH3:23])[CH2:22]1. Starting materials: [N+](=O)([O-])C1=CC=C(C=C1)C1=NN=C(CC2=C1C=C1C(=C2)OCO1)C (1-(4-nitrophenyl)-4-methyl-7,8-methylenedioxy-5H-2,3-benzodiazepine), C(C)O (ethanol), Cl (hydrochloric acid), [BH4-].[Na+] (sodium borohydride). Reaction conditions: time 15 minute. Yields the product [N+](=O)([O-])C1=CC=C(C=C1)C1=NNC(CC2=C1C=C1C(=C2)OCO1)C (1-(4-Nitrophenyl)-4-methyl-7,8-methylenedioxy-3,4-dihydro-5H-2,3-benzodiazepine). Yield: 97.2%. RXN SMILES: [N+:1]([C:4]1[CH:9]=[CH:8][C:7]([C:10]2[C:16]3[CH:17]=[C:18]4[O:23][CH2:22][O:21][C:19]4=[CH:20][C:15]=3[CH2:14][C:13]([CH3:24])=[N:12][N:11]=2)=[CH:6][CH:5]=1)([O-:3])=[O:2].C(O)C.Cl.[BH4-].[Na+]>>[N+:1]([C:4]1[CH:5]=[CH:6][C:7]([C:10]2[C:16]3[CH:17]=[C:18]4[O:23][CH2:22][O:21][C:19]4=[CH:20][C:15]=3[CH2:14][CH:13]([CH3:24])[NH:12][N:11]=2)=[CH:8][CH:9]=1)([O-:3])=[O:2] |f:3.4|. Reported procedure: To a suspension of 5.0 g (15.5 mmol) of the known 1-(4-nitrophenyl)-4-methyl-7,8-methylenedioxy-5H-2,3-benzodiazepine (French patent specification No. 85,09793) in 380 ml of ethanol first 22.5 ml (0.278 mol) of concentrated hydrochloric acid were added at constant stirring whereupon a solution was formed within a few minutes, then 11.5 g (0.3 mole) of sodium borohydride were charged into the solution portionwise during 30 minutes. Stirring was continued for 15 minutes, then the orange-coloured p... Reactants: C1(CCCC1)=O (cyclopentanone), C(OCC)(OCC)=O (diethyl carbonate), [H-].[Na+] (NaH). Solvent: C1CCOC1 (THF). Product: O=C1C(CCC1)C(=O)OCC (ethyl 2-oxocyclopentanecarboxylate). As a reaction SMILES: [C:1]1(=[O:6])[CH2:5][CH2:4][CH2:3][CH2:2]1.[C:7](=O)([O:11]CC)[O:8][CH2:9][CH3:10].[H-].[Na+]>C1COCC1>[O:6]=[C:1]1[CH2:5][CH2:4][CH2:3][CH:2]1[C:7]([O:8][CH2:9][CH3:10])=[O:11] |f:2.3|. Procedure details: Similarly, compounds of this invention can be prepared as illustrated by the exemplary reaction in Scheme 3. Reaction of cyclopentanone with diethyl carbonate in THF in the presence of NaH produced ethyl 2-oxocyclopentanecarboxylate. Reaction of ethyl 2-oxocyclopentanecarboxy late with urea at 175-185° C. produced 6,7-dihydro-1H-cyclopenta[d]pyrimidine-2,4(3H,5H)-dione. Reaction of 6,7-dihydro-1H-cyclopenta[d]pyrimidine-2,4(3H,5H)-dione with hexamethyldisilazane (HMDS) in toluene in the presence... Reactants: NC1=C(SC=2N=C(N=C(C21)C)C2=CC=C(C=C2)OC(C)C)C(=O)N (5-amino-4-methyl-2-(4-iso-propoxy-phenyl)-thieno[2,3-d]pyrimidine-6-carboxamide), O=C(OC(Cl)(Cl)Cl)Cl (diphosgene), O (water). The solvent is O1CCOCC1 (dioxane). Product: CC=1C2=C(N=C(N1)C1=CC=C(C=C1)OC(C)C)SC1=C2NC(NC1=O)=O (9-methyl-7-(4-iso-propoxy-phenyl)-thieno[2,3-d:4,5-d′]-dipyrimidine-2,4(1H,3H)-dione). Isolated yield 72.4%. Reaction SMILES: [NH2:1][C:2]1[C:10]2[C:9]([CH3:11])=[N:8][C:7]([C:12]3[CH:17]=[CH:16][C:15]([O:18][CH:19]([CH3:21])[CH3:20])=[CH:14][CH:13]=3)=[N:6][C:5]=2[S:4][C:3]=1[C:22]([NH2:24])=[O:23].[O:25]=[C:26](Cl)OC(Cl)(Cl)Cl.O>O1CCOCC1>[CH3:11][C:9]1[C:10]2[C:2]3[NH:1][C:26](=[O:25])[NH:24][C:22](=[O:23])[C:3]=3[S:4][C:5]=2[N:6]=[C:7]([C:12]2[CH:13]=[CH:14][C:15]([O:18][CH:19]([CH3:21])[CH3:20])=[CH:16][CH:17]=2)[N:8]=1. Procedure details: 1.0 g (3 mmol) 5-amino-4-methyl-2-(4-iso-propoxy-phenyl)-thieno[2,3-d]pyrimidine-6-carboxamide was suspended in 200 ml dioxane, and following the addition of 0.73 ml (6 mmol) diphosgene the suspension is refluxed for 2 h. Having cooled down to room temperature, 20 ml water was carefully added and the precipitate was subsequently sucked off. 0.8 g (68%) 9-methyl-7-(4-iso-propoxy-phenyl)-thieno[2,3-d:4,5-d′]-dipyrimidine-2,4(1H,3H)-dione is obtained. Starting materials: C(C1=CC=CC=C1)OC(=O)N1C2C(C(C1)C1=CNC3=CC(=CC=C13)F)N(CC2)C(C(C(C)OC(C)(C)C)NC(C(C)N(C)C(=O)OCC2=CC=CC=C2)=O)=O (4-{2-[2-(Benzyloxycarbonyl-methyl-amino)-propionylamino]-3-tert-butoxy-butyryl}-3-(6-fluoro-1H-indol-3-yl)-hexahydro-pyrrolo[3,2-b]pyrrole-1-carboxylic acid benzyl ester), C(=O)(C(F)(F)F)O (TFA). Run in C(Cl)Cl (DCM). Conditions: time 2 hour. Yields the product C(C1=CC=CC=C1)OC(=O)N1C2C(C(C1)C1=CNC3=CC(=CC=C13)F)N(CC2)C(C(C(C)O)NC(C(C)N(C)C(=O)OCC2=CC=CC=C2)=O)=O (4-{2-[2-(Benzyloxycarbonyl-methyl-amino)-propionylamino]-3-hydroxy-butyryl}-3-(6-fluoro-1H-indol-3-yl)-hexahydro-pyrrolo[3,2-b]pyrrole-1-carboxylic acid benzyl ester). The yield is 97.4%. RXN SMILES: [CH2:1]([O:8][C:9]([N:11]1[CH2:15][CH:14]([C:16]2[C:24]3[C:19](=[CH:20][C:21]([F:25])=[CH:22][CH:23]=3)[NH:18][CH:17]=2)[CH:13]2[N:26]([C:29](=[O:55])[CH:30]([NH:38][C:39](=[O:54])[CH:40]([N:42]([C:44]([O:46][CH2:47][C:48]3[CH:53]=[CH:52][CH:51]=[CH:50][CH:49]=3)=[O:45])[CH3:43])[CH3:41])[CH:31]([O:33]C(C)(C)C)[CH3:32])[CH2:27][CH2:28][CH:12]12)=[O:10])[C:2]1[CH:7]=[CH:6][CH:5]=[CH:4][CH:3]=1.C(O)(C(F)(F)F)=O>C(Cl)Cl>[CH2:1]([O:8][C:9]([N:11]1[CH2:15][CH:14]([C:16]2[C:24]3[C:19](=[CH:20][C:21]([F:25])=[CH:22][CH:23]=3)[NH:18][CH:17]=2)[CH:13]2[N:26]([C:29](=[O:55])[CH:30]([NH:38][C:39](=[O:54])[CH:40]([N:42]([C:44]([O:46][CH2:47][C:48]3[CH:53]=[CH:52][CH:51]=[CH:50][CH:49]=3)=[O:45])[CH3:43])[CH3:41])[CH:31]([OH:33])[CH3:32])[CH2:27][CH2:28][CH:12]12)=[O:10])[C:2]1[CH:7]=[CH:6][CH:5]=[CH:4][CH:3]=1. Reported procedure: A solution containing crude 45 (330 mg, 0.44 mmol) in DCM (10 mL) was treated with TFA (3 mL) at ambient temperature. After 2 h, the reaction mixture was concentrated in vacuo. The residue was dissolved in EtOAc and the resultant organic solution was washed successively with saturated aqueous NaHCO3 and brine, dried over anhydrous Na2SO4, filtered, and concentrated to afford 300 mg of 46 as a pale brown-colored foam which was used without further purification. 1H NMR (CDCl3, 300 MHz) mixture of ... The reactants are 1-amino-3-cyclopropyl-3-p-trifluoromethylphenoxy-propane, C1(CC1)C(=O)OCC (ethyl cyclopropanecarboxylate), C(C)(=O)OCC (ethyl acetate). Yields the product C1(CC1)C(CC(=O)OCC)=O (ethyl 3-cyclopropyl-propan-3-on-1-oate). Reaction SMILES: [CH:1]1([C:4]([O:6]CC)=O)[CH2:3][CH2:2]1.[C:9]([O:12][CH2:13][CH3:14])(=[O:11])[CH3:10]>>[CH:1]1([C:4](=[O:6])[CH2:10][C:9]([O:12][CH2:13][CH3:14])=[O:11])[CH2:2][CH2:3]1. Procedure: A solution of 2.59 g of 1-amino-3-cyclopropyl-3-p-trifluoromethylphenoxy-propane (obtainable by a condensation reaction of ethyl cyclopropanecarboxylate with ethyl acetate to give ethyl 3-cyclopropyl-propan-3-on-1-oate; reduction of the latter to ethyl 3-cyclopropyl-propan-3-ol-1-oate; reaction of the latter with p-trifluoromethylphenol analogously to Example 3, to give ethyl 3-cyclopropyl-3-p-trifluoromethylphenoxy-propanoate; reaction with NH3 to give the amide; and reduction of the latter wit...